This data is from the Open Reaction Database (ORD), a public repository of structured organic reaction records. The task is: describe an organic reaction: reactants, conditions, products, and yield Starting materials: Cc1ccc(C(=O)NC2CC2)cc1Nc1nc(Br)c(C(=O)NCc2ccccc2)s1, Cc1cc(B(O)O)ccc1F, [K+], [K+], O=C([O-])[O-], C1COCCO1. Product: Cc1cc(-c2nc(Nc3cc(C(=O)NC4CC4)ccc3C)sc2C(=O)NCc2ccccc2)ccc1F. As a reaction SMILES: [CH2:1]([c:2]1[cH:3][cH:4][cH:5][cH:6][cH:7]1)[NH:8][C:9](=[O:10])[c:11]1[c:12]([Br:30])[n:13][c:14]([NH:16][c:17]2[c:18]([CH3:29])[cH:19][cH:20][c:21]([C:23]([NH:24][CH:25]3[CH2:26][CH2:27]3)=[O:28])[cH:22]2)[s:15]1.[CH3:31][c:32]1[cH:33][c:34]([B:39]([OH:40])[OH:41])[cH:35][cH:36][c:37]1[F:38].[K+:42].[K+:43].[O-:44][C:45]([O-:46])=[O:47].[O:48]1[CH2:49][CH2:50][O:51][CH2:52][CH2:53]1>>[CH2:1]([c:2]1[cH:3][cH:4][cH:5][cH:6][cH:7]1)[NH:8][C:9](=[O:10])[c:11]1[c:12](-[c:34]2[cH:33][c:32]([CH3:31])[c:37]([F:38])[cH:36][cH:35]2)[n:13][c:14]([NH:16][c:17]2[c:18]([CH3:29])[cH:19][cH:20][c:21]([C:23]([NH:24][CH:25]3[CH2:26][CH2:27]3)=[O:28])[cH:22]2)[s:15]1. The reactants are C(C)N(C(C)C)C(C)C (Ethyldiisopropylamine), ClC1=NC=C(C=N1)CC (2-chloro-5-ethylpyrimidine), COC(C1=CC=C(C=C1)C=1C=CC2=C(CC(O2)C2CCNCC2)C1)=O (4-(2-piperidin-4-yl-2,3-dihydro-benzofuran-5-yl)-benzoic acid methyl ester). The solvent is O1CCCC1 (tetrahydrofuran). Run at time 12 hour. Yields the product C(C)C=1C=NC(=NC1)N1CCC(CC1)C1OC2=C(C1)C=C(C=C2)C2=CC=C(C(=O)O)C=C2 (4-{2-[1-(5-Ethyl-pyrimidin-2-yl)-piperidin-4-yl]-2,3-dihydro-benzofuran-5-yl}-benzoic acid). RXN SMILES: C(N(C(C)C)C(C)C)C.Cl[C:11]1[N:16]=[CH:15][C:14]([CH2:17][CH3:18])=[CH:13][N:12]=1.C[O:20][C:21](=[O:43])[C:22]1[CH:27]=[CH:26][C:25]([C:28]2[CH:29]=[CH:30][C:31]3[O:35][CH:34]([CH:36]4[CH2:41][CH2:40][NH:39][CH2:38][CH2:37]4)[CH2:33][C:32]=3[CH:42]=2)=[CH:24][CH:23]=1>O1CCCC1>[CH2:17]([C:14]1[CH:13]=[N:12][C:11]([N:39]2[CH2:40][CH2:41][CH:36]([CH:34]3[CH2:33][C:32]4[CH:42]=[C:28]([C:25]5[CH:24]=[CH:23][C:22]([C:21]([OH:43])=[O:20])=[CH:27][CH:26]=5)[CH:29]=[CH:30][C:31]=4[O:35]3)[CH2:37][CH2:38]2)=[N:16][CH:15]=1)[CH3:18]. Procedure details: Ethyldiisopropylamine (1.38 mL) and 2-chloro-5-ethylpyrimidine (380 μL) are added to a solution of 4-(2-piperidin-4-yl-2,3-dihydro-benzofuran-5-yl)-benzoic acid methyl ester (0.90 g) in tetrahydrofuran (20 mL) and the reaction mixture is heated to reflux for 48 h. The solvent is evaporated after cooling to room temperature. Dichloromethane and water are added; the aqueous phase is separated and extracted with dichloromethane. The combined organic phases are dried over MgSO4 and the solvent is ev... Starting materials: N1C(=NC2=C1C=CC=C2)S(=O)(=O)N2C(CCCC2)C2=NOC(=N2)CCN (2-(3-[1-(1H-benzo[d]imidazol-2-ylsulfonyl)-2-piperidyl]-1,2,4-oxadiazol-5-yl)ethylamine), C(C1=CC=CC=C1)=O (benzaldehyde). The product is N1C(=NC2=C1C=CC=C2)S(=O)(=O)N2C(CCCC2)C2=NOC(=N2)CCNCC2=CC=CC=C2 (N-(2-(3-[1-(1H-benzo[d]imidazol-2-ylsulfonyl)-2-piperidyl]-1,2,4-oxadiazol-5-yl)ethyl)-benzylamine). Reaction SMILES: [NH:1]1[C:5]2[CH:6]=[CH:7][CH:8]=[CH:9][C:4]=2[N:3]=[C:2]1[S:10]([N:13]1[CH2:18][CH2:17][CH2:16][CH2:15][CH:14]1[C:19]1[N:23]=[C:22]([CH2:24][CH2:25][NH2:26])[O:21][N:20]=1)(=[O:12])=[O:11].[CH:27](=O)[C:28]1[CH:33]=[CH:32][CH:31]=[CH:30][CH:29]=1>>[NH:3]1[C:4]2[CH:9]=[CH:8][CH:7]=[CH:6][C:5]=2[N:1]=[C:2]1[S:10]([N:13]1[CH2:18][CH2:17][CH2:16][CH2:15][CH:14]1[C:19]1[N:23]=[C:22]([CH2:24][CH2:25][NH:26][CH2:27][C:28]2[CH:33]=[CH:32][CH:31]=[CH:30][CH:29]=2)[O:21][N:20]=1)(=[O:11])=[O:12]. Procedure details: The title compound was prepared by a similar method to Example 13 from 2-(3-[1-(1H-benzo[d]imidazol-2-ylsulfonyl)-2-piperidyl]-1,2,4-oxadiazol-5-yl)ethylamine [see Example 27] and benzaldehyde. The crude product was purified by column chromatography on silica gel eluting with a solvent gradient of 99:1 changing to 98:2, by volume, dichloromethane:methanol to afford N-(2-(3-[1-(1H-benzo[d]imidazol-2-ylsulfonyl)-2-piperidyl]-1,2,4-oxadiazol-5-yl)ethyl)-benzylamine. Starting materials: C1CCOC1, [N-]=[N+]=NCc1ccc(Cl)c(Oc2cc(Br)cc(F)c2Cl)c1F, O, c1ccc(P(c2ccccc2)c2ccccc2)cc1. Product: NCc1ccc(Cl)c(Oc2cc(Br)cc(F)c2Cl)c1F. RXN SMILES: [CH2:43]1[O:44][CH2:45][CH2:46][CH2:47]1.[N:1](=[N+:2]=[N-:3])[CH2:4][c:5]1[c:6]([F:22])[c:7]([O:12][c:13]2[c:14]([Cl:21])[c:15]([F:20])[cH:16][c:17]([Br:19])[cH:18]2)[c:8]([Cl:11])[cH:9][cH:10]1.[OH2:42].[c:23]1([P:24]([c:25]2[cH:26][cH:27][cH:28][cH:29][cH:30]2)[c:31]2[cH:32][cH:33][cH:34][cH:35][cH:36]2)[cH:37][cH:38][cH:39][cH:40][cH:41]1>>[NH2:1][CH2:4][c:5]1[c:6]([F:22])[c:7]([O:12][c:13]2[c:14]([Cl:21])[c:15]([F:20])[cH:16][c:17]([Br:19])[cH:18]2)[c:8]([Cl:11])[cH:9][cH:10]1.